The task is: describe an organic reaction: reactants, conditions, products, and yield. This data is from the Open Reaction Database (ORD), a public repository of structured organic reaction records. Reactants: C=Cc1ccccc1Br, ClC(Cl)Cl. Yields the product ClC1(Cl)CC1c1ccccc1Br. Reaction SMILES: [Br:1][c:2]1[c:3]([CH:4]=[CH2:5])[cH:6][cH:7][cH:8][cH:9]1.[CH:10]([Cl:11])([Cl:12])[Cl:13]>>[Br:1][c:2]1[c:3]([CH:4]2[CH2:5][C:10]2([Cl:11])[Cl:13])[cH:6][cH:7][cH:8][cH:9]1. Reaction SMILES: [CH2:1]([O:8][C:9]1[C:10]([C:17]([O:19]C2C=CC=CC=2)=[O:18])=[C:11]([CH3:16])[C:12](Br)=[N:13][CH:14]=1)[C:2]1[CH:7]=[CH:6][CH:5]=[CH:4][CH:3]=1.C([O-])([O-])=[O:27].[Cs+].[Cs+].[CH3:32][C:33](P(C(C)(C)C)C1N(C2C(C3C=CC=CC=3)=NN(C3C=CC=CC=3)C=2C2C=CC=CC=2)N=CC=1)([CH3:35])C.[OH-].[Na+]>CC(O)C.C1C=CC(/C=C/C(/C=C/C2C=CC=CC=2)=O)=CC=1.C1C=CC(/C=C/C(/C=C/C2C=CC=CC=2)=O)=CC=1.C1C=CC(/C=C/C(/C=C/C2C=CC=CC=2)=O)=CC=1.[Pd].[Pd].CO>[CH2:1]([O:8][C:9]1[C:10]([C:17]([OH:19])=[O:18])=[C:11]([CH3:16])[C:12]([O:27][CH:33]([CH3:35])[CH3:32])=[N:13][CH:14]=1)[C:2]1[CH:3]=[CH:4][CH:5]=[CH:6][CH:7]=1 |f:1.2.3,5.6,8.9.10.11.12|. Procedure: A suspension of phenyl 5-(benzyloxy)-2-bromo-3-methylpyridine-4-carboxylate (2.4 g, 6.0 mmol) and Cs2CO3 (6.1 g, 19 mmol) in i-PrOH (36 mL) was degassed with N2 for 2 minutes. To the reaction mixture was added Pd2(dba)3 (0.31 g, 0.34 mmol) and t-Bu-BippyPhos (0.34 g, 0.66 mmol, cas:894086-00-1). The mixture was heated in the microwave at 115° C. for 1 hour. To the reaction mixture was added 4M NaOH (7 mL) and MeOH (7 mL) and the reaction mixture was stirred at 60° C. for 3 hours. The reaction mi... Reaction conditions: temperature 115 celsius, time 3 hour. Reagents/catalysts: C=1C=CC(=CC1)/C=C/C(=O)/C=C/C2=CC=CC=C2.C=1C=CC(=CC1)/C=C/C(=O)/C=C/C2=CC=CC=C2.C=1C=CC(=CC1)/C=C/C(=O)/C=C/C2=CC=CC=C2.[Pd].[Pd] (Pd2(dba)3). The yield is 553.1%. Reactants: [OH-].[Na+] (NaOH), CC(C)(C)P(C1=CC=NN1C2=C(N(N=C2C3=CC=CC=C3)C4=CC=CC=C4)C5=CC=CC=C5)C(C)(C)C (t-Bu-BippyPhos), C(C1=CC=CC=C1)OC=1C(=C(C(=NC1)Br)C)C(=O)OC1=CC=CC=C1 (phenyl 5-(benzyloxy)-2-bromo-3-methylpyridine-4-carboxylate), C(=O)([O-])[O-].[Cs+].[Cs+] (Cs2CO3). Solvent: CO (MeOH), CC(C)O (i-PrOH). The product is C(C1=CC=CC=C1)OC=1C(=C(C(=NC1)OC(C)C)C)C(=O)O (5-(benzyloxy)-3-methyl-2-(propan-2-yloxy)pyridine-4-carboxylic acid). Reactants: O\N=C(\CCCC1=NC=2NCCCC2C=C1)/N ((1Z)-N′-hydroxy-4-(5,6,7,8-tetrahydro-1,8-naphthyridin-2-yl)butanimidamide), C1CCC2(C1)CC(=O)OC(=O)C2 (3,3-tetramethyleneglutaric anhydride). Solvent: O1CCOCC1 (1,4-dioxane). Conditions: temperature 100 celsius. Product: N1=C(C=CC=2CCCNC12)CCCC1=NOC(=N1)CC1(CCCC1)CC(=O)O ([1-({3-[3-(5,6,7,8-tetrahydro-1,8-naphthyridin-2-yl)propyl]-1,2,4-oxadiazol-5-yl}methyl)cyclopentyl]acetic acid). RXN SMILES: [OH:1]/[N:2]=[C:3](\[NH2:17])/[CH2:4][CH2:5][CH2:6][C:7]1[CH:16]=[CH:15][C:14]2[CH2:13][CH2:12][CH2:11][NH:10][C:9]=2[N:8]=1.[CH2:18]1[CH2:22][C:21]2([CH2:29][C:27](=O)[O:26][C:24](=[O:25])[CH2:23]2)[CH2:20][CH2:19]1>O1CCOCC1>[N:8]1[C:9]2[NH:10][CH2:11][CH2:12][CH2:13][C:14]=2[CH:15]=[CH:16][C:7]=1[CH2:6][CH2:5][CH2:4][C:3]1[N:17]=[C:27]([CH2:29][C:21]2([CH2:23][C:24]([OH:26])=[O:25])[CH2:22][CH2:18][CH2:19][CH2:20]2)[O:1][N:2]=1. Reported procedure: A stirred mixture of (1Z)-N′-hydroxy-4-(5,6,7,8-tetrahydro-1,8-naphthyridin-2-yl)butanimidamide (100 mg, WO 99/30709), 3,3-tetramethyleneglutaric anhydride (80 mg, Aldrich) and 1,4-dioxane (2 mL, Aldrich) was heated to 100° C. for 16 hrs. The resulting mixture was purified by HPLC to provide the title compound as a gum. 1H (CD3OD) δ 1.68 (8H, m); 1.95 (2H, p); 2.13 (2H, p); 2.45 (2H, s); 2.80 (6H, m); 3.15 (2H, s); 3.50 (2H, t); 6.63 (1H, d); Reactants: CCOC(C)=O, COC(OC)c1ccn2ccnc2n1, Cl, [Na+], O, O=C([O-])O. Yields the product O=Cc1ccn2ccnc2n1. Reaction SMILES: [CH3:15][CH2:16][O:17][C:18](=[O:19])[CH3:20].[CH3:1][O:2][CH:3]([c:4]1[n:5][c:6]2[n:7]([cH:8][cH:9]1)[cH:10][cH:11][n:12]2)[O:13][CH3:14].[ClH:26].[Na+:21].[OH2:27].[OH:22][C:23](=[O:24])[O-:25]>>[O:2]=[CH:3][c:4]1[n:5][c:6]2[n:7]([cH:8][cH:9]1)[cH:10][cH:11][n:12]2. Reactants: BrC1=CC2=C(N1C(C)C)C(N(C2=O)C=2N(N=C(C2)C)C)C2=CC=C(C#N)C=C2 (4-[2-bromo-5-(2,5-dimethyl-2H-pyrazol-3-yl)-1-isopropyl-4-oxo-1,4,5,6-tetrahydro-pyrrolo[3,4-b]pyrrol-6-yl]-benzonitrile), COC1=NC(=NC=C1B1OC(C(O1)(C)C)(C)C)N (4-methoxy-5-(4,4,5,5-tetramethyl-[1,3,2]dioxaborolan-2-yl)-pyrimidin-2-ylamine), COC1=NC=C(C(=N1)OC)B(O)O (2,4-dimethoxypyrimidine-5-boronic acid), BrC1=CC2=C(N1C(C)C)C(N(C2=O)C2=C(C=CC(=C2)Cl)C)C2=CC=C(C=C2)Cl (2-bromo-5-(5-chloro-2-methyl-phenyl)-6-(4-chloro-phenyl)-1-isopropyl-5,6-dihydro-1H-pyrrolo[3,4-b]pyrrol-4-one). The product is COC1=NC=C(C(=N1)OC)C1=CC2=C(N1C(C)C)C(N(C2=O)C=2N(N=C(C2)C)C)C2=CC=C(C#N)C=C2 (4-[2-(2,4-Dimethoxy-pyrimidin-5-yl)-5-(2,5-dimethyl-2H-pyrazol-3-yl)-1-isopropyl-4-oxo-1,4,5,6-tetrahydro-pyrrolo[3,4-b]pyrrol-6-yl]-benzonitrile). RXN SMILES: Br[C:2]1[N:6]([CH:7]([CH3:9])[CH3:8])[C:5]2[CH:10]([C:21]3[CH:28]=[CH:27][C:24]([C:25]#[N:26])=[CH:23][CH:22]=3)[N:11]([C:14]3[N:15]([CH3:20])[N:16]=[C:17]([CH3:19])[CH:18]=3)[C:12](=[O:13])[C:4]=2[CH:3]=1.[CH3:29][O:30][C:31]1[N:36]=[C:35]([O:37][CH3:38])[C:34](B(O)O)=[CH:33][N:32]=1.BrC1N(C(C)C)C2C(C3C=CC(Cl)=CC=3)N(C3C=C(Cl)C=CC=3C)C(=O)C=2C=1.COC1C(B2OC(C)(C)C(C)(C)O2)=CN=C(N)N=1>>[CH3:29][O:30][C:31]1[N:36]=[C:35]([O:37][CH3:38])[C:34]([C:2]2[N:6]([CH:7]([CH3:9])[CH3:8])[C:5]3[CH:10]([C:21]4[CH:28]=[CH:27][C:24]([C:25]#[N:26])=[CH:23][CH:22]=4)[N:11]([C:14]4[N:15]([CH3:20])[N:16]=[C:17]([CH3:19])[CH:18]=4)[C:12](=[O:13])[C:4]=3[CH:3]=2)=[CH:33][N:32]=1. Procedure details: The title compound was prepared in analogy to the procedure described for Example 25 but 4-[2-bromo-5-(2,5-dimethyl-2H-pyrazol-3-yl)-1-isopropyl-4-oxo-1,4,5,6-tetrahydro-pyrrolo[3,4-b]pyrrol-6-yl]-benzonitrile (Intermediate AX) and 2,4-dimethoxypyrimidine-5-boronic acid were used instead of 2-bromo-5-(5-chloro-2-methyl-phenyl)-6-(4-chloro-phenyl)-1-isopropyl-5,6-dihydro-1H-pyrrolo[3,4-b]pyrrol-4-one and 4-methoxy-5-(4,4,5,5-tetramethyl-[1,3,2]dioxaborolan-2-yl)-pyrimidin-2-ylamine respectively. ... The reactants are O=C([O-])[O-], C1CCOC1, COC(CCCN1CCN(O)C1=O)OC, Cl, [Na+], [Na+]. Product: O=CCCCN1CCN(O)C1=O. Reaction SMILES: [C:17](=[O:18])([O-:19])[O-:20].[CH2:23]1[O:24][CH2:25][CH2:26][CH2:27]1.[CH3:1][O:2][CH:3]([CH2:4][CH2:5][CH2:6][N:7]1[C:8](=[O:13])[N:9]([OH:12])[CH2:10][CH2:11]1)[O:14][CH3:15].[ClH:16].[Na+:21].[Na+:22]>>[O:2]=[CH:3][CH2:4][CH2:5][CH2:6][N:7]1[C:8](=[O:13])[N:9]([OH:12])[CH2:10][CH2:11]1. Reactants: [NH4+].[Cl-] (NH4Cl), C(C=C)OC1=C(C=C(C=C1)[N+](=O)[O-])OC(F)(F)F (1-allyloxy-4-nitro-2-trifluoromethoxybenzene). The reagents and catalysts are [Fe] (iron). Solvent: CCO (EtOH), O (H2O), C1CCOC1 (THF). Run at temperature 90 celsius, time 2 hour. Product: C(C=C)OC1=C(C=C(N)C=C1)OC(F)(F)F (4-allyloxy-3-trifluoromethoxyaniline). Yield: 112.9%. RXN SMILES: [NH4+].[Cl-].[CH2:3]([O:6][C:7]1[CH:12]=[CH:11][C:10]([N+:13]([O-])=O)=[CH:9][C:8]=1[O:16][C:17]([F:20])([F:19])[F:18])[CH:4]=[CH2:5]>CCO.O.C1COCC1.[Fe]>[CH2:3]([O:6][C:7]1[CH:12]=[CH:11][C:10]([NH2:13])=[CH:9][C:8]=1[O:16][C:17]([F:18])([F:19])[F:20])[CH:4]=[CH2:5] |f:0.1|. Procedure details: To a solution of NH4Cl (3.3 g, 61.7 mmol) in EtOH (30.0 mL) and H2O (15.0 mL) at 90° C., was added a solution of 1-allyloxy-4-nitro-2-trifluoromethoxybenzene (1.6 g, 6.08 mmol) in THF (5.0 mL) followed by the addition of iron (1.02 g, 17.9 mmol, 3.0 equi) in two portions with 5 minutes interval. The resulting suspension was stirred at 90° C. for two hours then filtered through a pad of celite and the celite washed with EtOAc. The filtrate was diluted with H2O and extracted with EtOAc (3×70 mL). ... Reaction SMILES: [CH3:1][C:2]([C:7]1[CH:27]=[CH:26][C:10]([C:11]([NH:13][CH2:14][CH2:15][C:16]2[CH:21]=[CH:20][CH:19]=[C:18]([C:22]([F:25])([F:24])[F:23])[CH:17]=2)=O)=[CH:9][CH:8]=1)([CH3:6])[CH2:3][CH2:4][CH3:5].Cl.[OH-].[Na+]>C1COCC1>[CH3:6][C:2]([C:7]1[CH:27]=[CH:26][C:10]([CH2:11][NH:13][CH2:14][CH2:15][C:16]2[CH:21]=[CH:20][CH:19]=[C:18]([C:22]([F:24])([F:25])[F:23])[CH:17]=2)=[CH:9][CH:8]=1)([CH3:1])[CH2:3][CH2:4][CH3:5] |f:2.3|. Product: CC(CCC)(C)C1=CC=C(CNCCC2=CC(=CC=C2)C(F)(F)F)C=C1 ([4-(1,1-dimethyl-butyl)-benzyl]-[2-(3-trifluoromethyl-phenyl)-ethyl]-amine). Procedure details: A solution of 440 mg of 4-(1,1-dimethyl-butyl)-N-[2-(3-trifluoromethyl-phenyl)-ethyl]-benzamide (1.17 mmol) in 10 ml of THF was added dropwise to 4.66 ml of a 1 molar solution of BH3-THF complex in THF at 0° C. The reaction mixture was stirred for 1 h at rt and then heated to reflux overnight. Upon cooling to rt 2 ml of 6N HCl were added and the mixture was stirred for 1 h. Then the pH was adjusted to 9 by addition of 1 N sodium hydroxide solution and the mixture was extracted three times with E... Run at time 1 hour. The reactants are CC(CCC)(C)C1=CC=C(C(=O)NCCC2=CC(=CC=C2)C(F)(F)F)C=C1 (4-(1,1-dimethyl-butyl)-N-[2-(3-trifluoromethyl-phenyl)-ethyl]-benzamide), solution, [OH-].[Na+] (sodium hydroxide), Cl (HCl). Solvent: C1CCOC1 (THF), C1CCOC1 (THF).